From a dataset of the Open Reaction Database (ORD), a public repository of structured organic reaction records. describe an organic reaction: reactants, conditions, products, and yield Reactants: O=C(OCc1ccccc1)ON1C(=O)CCC1=O, C#CCNCC#C, CCOC(C)=O, [K+], [K+], O=C([O-])[O-]. The product is C#CCN(CC#C)C(=O)OCc1ccccc1. RXN SMILES: [CH2:14]([c:15]1[cH:16][cH:17][cH:18][cH:19][cH:20]1)[O:21][C:22](=[O:23])[O:24][N:25]1[C:26](=[O:27])[CH2:28][CH2:29][C:30]1=[O:31].[CH2:1]([C:2]#[CH:3])[NH:4][CH2:5][C:6]#[CH:7].[CH3:32][CH2:33][O:34][C:35]([CH3:36])=[O:37].[K+:8].[K+:9].[O-:10][C:11]([O-:12])=[O:13]>>[CH2:1]([C:2]#[CH:3])[N:4]([CH2:5][C:6]#[CH:7])[C:22]([O:21][CH2:14][c:15]1[cH:16][cH:17][cH:18][cH:19][cH:20]1)=[O:23]. Reactants: CC1OC(n2c(Br)nc3cc(Cl)c(Cl)cc32)C(O)C1O, NC1CC1, ClCCl. Yields the product CC1OC(n2c(NC3CC3)nc3cc(Cl)c(Cl)cc32)C(O)C1O. RXN SMILES: [Br:5][c:6]1[n:7][c:8]2[c:9]([n:10]1[CH:11]1[CH:12]([OH:13])[CH:14]([OH:15])[CH:16]([CH3:18])[O:17]1)[cH:19][c:20]([Cl:24])[c:21]([Cl:23])[cH:22]2.[CH:1]1([NH2:4])[CH2:2][CH2:3]1.[Cl:25][CH2:26][Cl:27]>>[CH:1]1([NH:4][c:6]2[n:7][c:8]3[c:9]([n:10]2[CH:11]2[CH:12]([OH:13])[CH:14]([OH:15])[CH:16]([CH3:18])[O:17]2)[cH:19][c:20]([Cl:24])[c:21]([Cl:23])[cH:22]3)[CH2:2][CH2:3]1. The reactants are C(C)SC1=C(N=CS1)C(=O)OC (methyl 5-ethylthio-1,3-thiazole-4-carboxylate), [OH-].[Na+] (NaOH). Solvent: CO (methanol), O (water). Yields the product C(=O)(O)C=1N=CSC1SCC (4-Carboxy-5-ethylthio-1,3-thiazole). Yield: 84.1%. As a reaction SMILES: [CH2:1]([S:3][C:4]1[S:8][CH:7]=[N:6][C:5]=1[C:9]([O:11]C)=[O:10])[CH3:2].[OH-].[Na+]>CO.O>[C:9]([C:5]1[N:6]=[CH:7][S:8][C:4]=1[S:3][CH2:1][CH3:2])([OH:11])=[O:10] |f:1.2|. Reported procedure: 6 g of methyl 5-ethylthio-1,3-thiazole-4-carboxylate were dissolved in 100 ml of methanol and heated with 1.2 g of NaOH in 10 ml of water under reflux for about 1 h. After the solvent had been removed in a rotary evaporator, the solids were removed by filtration, and the filtrate was acidified with 2N HCl solution. After drying, 4.7 g of the title compound, of melting point 158°-9° C., were obtained. Starting materials: COC(=O)c1ccc(CNO)cc1, O=C1CCC(=O)N1Cl, CN(C)C=O. The product is COC(=O)c1ccc(C(Cl)NO)cc1. RXN SMILES: [CH3:1][O:2][C:3]([c:4]1[cH:5][cH:6][c:7]([CH2:10][NH:11][OH:12])[cH:8][cH:9]1)=[O:13].[Cl:14][N:15]1[C:16](=[O:17])[CH2:18][CH2:19][C:20]1=[O:21].[O:22]=[CH:23][N:24]([CH3:25])[CH3:26]>>[CH3:1][O:2][C:3]([c:4]1[cH:5][cH:6][c:7]([CH:10]([NH:11][OH:12])[Cl:14])[cH:8][cH:9]1)=[O:13]. The reactants are Carbowax, CC1NC2CCCCC2CC1 (2-methyldecahydroquinoline), CC1NC2=CC=CC=C2CC1 (2-methyl-1,2,3,4-tetrahydroquinoline), CC1=NC=2CCCCC2C=C1 (2-methyl-5,6,7,8-tetrahydroquinoline). Product: CCCCCCCCCCCCCCCC (n-hexadecane). RXN SMILES: [CH3:1][CH:2]1[CH2:11][CH2:10][C:9]2[C:4](=[CH:5][CH:6]=[CH:7][CH:8]=2)N1.CC1C=C[C:20]2[CH2:19][CH2:18][CH2:17][CH2:16][C:15]=2N=1.CC1CCC2C(CCCC2)N1>>[CH3:17][CH2:16][CH2:15][CH2:20][CH2:19][CH2:18][CH2:8][CH2:7][CH2:6][CH2:5][CH2:4][CH2:9][CH2:10][CH2:11][CH2:2][CH3:1]. Reported procedure: The autoclave was cooled and the contents were suction filtered. Gas liquid chromatographic analysis of the colorless liquid filtrate on a 6'×1/8" 10% Carbowax 20M column at 200° C. showed that the only product of the reaction was 2-methyl-1,2,3,4-tetrahydroquinoline (96% 2-methyl-1,2,3,4-tetrahydroquinoline and 4% starting material). There were no detectable amounts of 2-methyl-5,6,7,8-tetrahydroquinoline and 2-methyldecahydroquinoline. Gas liquid chromatographic analysis with an external stand...